This data is from the Open Reaction Database (ORD), a public repository of structured organic reaction records. The task is: describe an organic reaction: reactants, conditions, products, and yield Starting materials: CN(S(=O)(=O)C=1C=C2C=3C=C(N=CC3NC2=CC1)C1=NC(=NO1)CC)C (6-Dimethylsulfamoyl-3-(3-ethyl-1,2,4-oxadiazol-5-yl) 9H-β-carboline), [H-].[Na+] (NaH), BrCCCCl (1-bromo-3-chloropropane). Run in CN(C)C=O (DMF). Product: ClCCCN1C2=CC=C(C=C2C=2C=C(N=CC12)C1=NC(=NO1)CC)S(N(C)C)(=O)=O (9-(3-Chloro-1-propyl)-6-dimethylsulfamoyl-3-(3-ethyl-1,2,4-oxadiazol-5-yl)-9H-β-carboline). The yield is 7.0%. RXN SMILES: [CH3:1][N:2]([CH3:26])[S:3]([C:6]1[CH:7]=[C:8]2[C:16](=[CH:17][CH:18]=1)[NH:15][C:14]1[CH:13]=[N:12][C:11]([C:19]3[O:23][N:22]=[C:21]([CH2:24][CH3:25])[N:20]=3)=[CH:10][C:9]2=1)(=[O:5])=[O:4].[H-].[Na+].Br[CH2:30][CH2:31][CH2:32][Cl:33]>CN(C=O)C>[Cl:33][CH2:32][CH2:31][CH2:30][N:15]1[C:14]2[CH:13]=[N:12][C:11]([C:19]3[O:23][N:22]=[C:21]([CH2:24][CH3:25])[N:20]=3)=[CH:10][C:9]=2[C:8]2[C:16]1=[CH:17][CH:18]=[C:6]([S:3](=[O:5])(=[O:4])[N:2]([CH3:26])[CH3:1])[CH:7]=2 |f:1.2|. Procedure: The compound was synthesized by mixing (Compound 12) (3.0 g, 8.8 mM), NaH (0.46 g, 11.0 mmol) and 1-bromo-3-chloropropane (1.5 g, 9.7 mmol) in DMF, in the same manner as illustrated in example 3 to give the title compound (0.25 g, 7%). M.p. 223°-224° C. Starting materials: CC#N, O=C=NC(=O)c1cc(F)c(F)cc1Cl, Nc1ccccc1C=CC(=O)O. The product is O=C(O)C=Cc1ccccc1NC(=O)NC(=O)c1cc(F)c(F)cc1Cl. As a reaction SMILES: [CH3:27][C:28]#[N:29].[Cl:1][c:2]1[c:3]([C:4](=[O:5])[N:6]=[C:7]=[O:8])[cH:9][c:10]([F:14])[c:11]([F:13])[cH:12]1.[NH2:15][c:16]1[c:17]([CH:22]=[CH:23][C:24](=[O:25])[OH:26])[cH:18][cH:19][cH:20][cH:21]1>>[Cl:1][c:2]1[c:3]([C:4](=[O:5])[NH:6][C:7](=[O:8])[NH:15][c:16]2[c:17]([CH:22]=[CH:23][C:24](=[O:25])[OH:26])[cH:18][cH:19][cH:20][cH:21]2)[cH:9][c:10]([F:14])[c:11]([F:13])[cH:12]1. Reactants: O=C(O)C(c1ccc(Cl)cc1)c1ccc(Cl)cc1, N, O=S(Cl)Cl. Yields the product NC(=O)C(c1ccc(Cl)cc1)c1ccc(Cl)cc1. Reaction SMILES: [Cl:1][c:2]1[cH:3][cH:4][c:5]([CH:8]([C:9](=[O:10])[OH:11])[c:12]2[cH:13][cH:14][c:15]([Cl:18])[cH:16][cH:17]2)[cH:6][cH:7]1.[NH3:19].[S:20]([Cl:21])([Cl:22])=[O:23]>>[Cl:1][c:2]1[cH:3][cH:4][c:5]([CH:8]([C:9](=[O:10])[NH2:19])[c:12]2[cH:13][cH:14][c:15]([Cl:18])[cH:16][cH:17]2)[cH:6][cH:7]1. Reactants: C(=O)(O)C1CCN(CC1)C(=O)OCC (4-carboxy-1-ethoxycarbonylpiperidine), S(=O)(Cl)Cl (thionyl chloride). Run in C1(=CC=CC=C1)C (toluene). Reaction conditions: temperature 70 celsius, time 30 minute. Yields the product ClC(=O)C1CCN(CC1)C(=O)OCC (4-Chlorocarbonyl-1-ethoxycarbonylpiperidine). Reaction SMILES: [C:1]([CH:4]1[CH2:9][CH2:8][N:7]([C:10]([O:12][CH2:13][CH3:14])=[O:11])[CH2:6][CH2:5]1)(O)=[O:2].S(Cl)([Cl:17])=O>C1(C)C=CC=CC=1>[Cl:17][C:1]([CH:4]1[CH2:9][CH2:8][N:7]([C:10]([O:12][CH2:13][CH3:14])=[O:11])[CH2:6][CH2:5]1)=[O:2]. Procedure details: A solution of 578.2 g of 4-carboxy-1-ethoxycarbonylpiperidine in 1200 ml of toluene is treated firstly with 1.0 g of N,N-dimethylformnamide and then, at from 68 to 70° C. and within the space of 2 hours, with 369.0 g of thionyl chloride. The mixture is subsequently stirred at 70° C. for a further 30 min, after which the toluene is distilled off in vacuo and the residue is then degassed at RT for approximately 30 min under HV. This results in the title compound in the form of a weakly yellow oil ...